Dataset: the Open Reaction Database (ORD), a public repository of structured organic reaction records. Task: describe an organic reaction: reactants, conditions, products, and yield Product: C1(C=CC(N1C1=CC=C(C(=O)Cl)C=C1)=O)=O (Para-maleimidobenzoyl chloride). Procedure details: Para-maleimidobenzoyl chloride was prepared in accordance with the procedure described by Adams et al. in J. Am. Chem. Soc., 42, 599 (1920). The N-(para-carboxyphenyl) maleimide (15 g) was suspended in about 80 ml of benzene with stirring. To this mixture was added 15 ml (a 2.5:1 molar excess) of oxalyl chloride, whereupon some gas was evolved. The mixture was then heated slowly to reflux and maintained at reflux for two hours. Excess oxalyl chloride was removed by distillation. The reaction mix... Reaction SMILES: [C:1]([C:4]1[CH:9]=[CH:8][C:7]([N:10]2[C:14](=[O:15])[CH:13]=[CH:12][C:11]2=[O:16])=[CH:6][CH:5]=1)(O)=[O:2].C(Cl)(=O)C([Cl:20])=O>C1C=CC=CC=1>[C:14]1(=[O:15])[N:10]([C:7]2[CH:8]=[CH:9][C:4]([C:1]([Cl:20])=[O:2])=[CH:5][CH:6]=2)[C:11](=[O:16])[CH:12]=[CH:13]1. The solvent is C1=CC=CC=C1 (benzene). The reactants are C(=O)(O)C1=CC=C(C=C1)N1C(C=CC1=O)=O (N-(para-carboxyphenyl) maleimide), C(C(=O)Cl)(=O)Cl (oxalyl chloride). Product: COC([C@@H]1N(CCC1)C)=O ((2R)-N-methylproline methyl ester). Solvent: CN(C)C=O (DMF). Run at time 12 hour. Starting materials: C=O (formalin), NaBH (OAc)3, COC([C@@H]1NCCC1)=O ((2R)-proline methylester). Isolated yield 92.9%. Reported procedure: (2R)-proline methylester (1.20 g, 10.0 mmol) was dissolve in DMF (30 mL), and formalin (37% in water, 1.12 mL, 15.0 mmol) and NaBH (OAc)3 (4.20 g, 20.0 mmol) were added portionwise. After 12 h, the reaction material was concentrated in vacuo, and the residue was diluted with NaHCO3 (30 mL). The organic material was extracted with EtOAc, and the organic extracts were dried over MgSO4 and concentrated in vacuo. The residue was purified by column chomatography (EtOAc/Hex=4/1) to give the title comp... Reaction SMILES: [CH3:1][O:2][C:3](=[O:9])[C@H:4]1[CH2:8][CH2:7][CH2:6][NH:5]1.[CH2:10]=O>CN(C=O)C>[CH3:1][O:2][C:3](=[O:9])[C@H:4]1[CH2:8][CH2:7][CH2:6][N:5]1[CH3:10]. Starting materials: ClC1=C(C=C(C(=O)NN)C=C1)C(F)(F)F (4-chloro-3-trifluoromethylbenzoic acid hydrazide), I.CSC(NC1=CC=C(C=C1)O)=N (S-methyl N-(4-hydroxyphenyl)isothiourea hydroiodide), ice water. The solvent is N1=CC=CC=C1 (pyridine). Yields the product ClC1=C(C=C(C=C1)C=1NC(=NN1)NC1=CC=C(C=C1)O)C(F)(F)F (4-[5-(4-chloro-3-(trifluromethyl)-phenyl)-4H-1,2,4-triazol-3-ylamino]phenol). The yield is 45.4%. RXN SMILES: [Cl:1][C:2]1[CH:11]=[CH:10][C:5]([C:6]([NH:8][NH2:9])=O)=[CH:4][C:3]=1[C:12]([F:15])([F:14])[F:13].I.CS[C:19](=[NH:28])[NH:20][C:21]1[CH:26]=[CH:25][C:24]([OH:27])=[CH:23][CH:22]=1>N1C=CC=CC=1>[Cl:1][C:2]1[CH:11]=[CH:10][C:5]([C:6]2[NH:28][C:19]([NH:20][C:21]3[CH:26]=[CH:25][C:24]([OH:27])=[CH:23][CH:22]=3)=[N:9][N:8]=2)=[CH:4][C:3]=1[C:12]([F:15])([F:14])[F:13] |f:1.2|. Procedure details: 4-chloro-3-trifluoromethylbenzoic acid hydrazide (2.89 g, 12.1 mmol) and S-methyl N-(4-hydroxyphenyl)isothiourea hydroiodide (3.75 g, 12.1 mmol) were suspended in 40 mL of anhydrous pyridine. The reaction mixture was refluxed for 18 hours, during which time it changed color from yellow into dark-red. Then it was cooled down to ambient temperature and poured with stirring into 250 mL of ice-water. The aqueous solution was decanted and the oily residue was purified by silica gel chromatography usi... Solvent: N1=CC=CC=C1 (pyridine), [N+](=O)([O-])C1=CC=CC=C1 (nitrobenzene). Procedure: 4-Bromoveratrole (5.7 g, 26 mmol), 6-chloroindole-2-carboxylic acid morpholide (1.7 g, 6.5 mmol), potassium carbonate (1.7 g), copper(I) bromide (0.2 g) in a mixture of pyridine (2 ml) and nitrobenzene was stirred at 140° C. for 14 hours. After cooling to room temperature, the reaction mixture was applied onto a flash chromatography column (silica gel, 140 g), Elution with toluene, toluene/acetone [9:1] and toluene/acetone [8:2] (500 ml each) gave 6-chloro-1-(3,4-dimethoxyphenyl)indole-2-carboxy... Reaction conditions: temperature 140 celsius, time 14 hour. The product is ClC1=CC=C2C=C(N(C2=C1)C1=CC(=C(C=C1)OC)OC)C(=O)N1CCOCC1 (6-chloro-1-(3,4-dimethoxyphenyl)indole-2-carboxylic acid morpholide). Reaction SMILES: Br[C:2]1[CH:3]=[C:4]([O:10][CH3:11])[C:5]([O:8][CH3:9])=[CH:6][CH:7]=1.[Cl:12][C:13]1[CH:21]=[C:20]2[C:16]([CH:17]=[C:18]([C:22]([N:24]3[CH2:29][CH2:28][O:27][CH2:26][CH2:25]3)=[O:23])[NH:19]2)=[CH:15][CH:14]=1.C(=O)([O-])[O-].[K+].[K+]>N1C=CC=CC=1.[N+](C1C=CC=CC=1)([O-])=O.[Cu]Br>[Cl:12][C:13]1[CH:21]=[C:20]2[C:16]([CH:17]=[C:18]([C:22]([N:24]3[CH2:25][CH2:26][O:27][CH2:28][CH2:29]3)=[O:23])[N:19]2[C:2]2[CH:7]=[CH:6][C:5]([O:8][CH3:9])=[C:4]([O:10][CH3:11])[CH:3]=2)=[CH:15][CH:14]=1 |f:2.3.4|. Starting materials: BrC=1C=C(C(=CC1)OC)OC (4-Bromoveratrole), ClC1=CC=C2C=C(NC2=C1)C(=O)N1CCOCC1 (6-chloroindole-2-carboxylic acid morpholide), C([O-])([O-])=O.[K+].[K+] (potassium carbonate). The reagents and catalysts are [Cu]Br (copper(I) bromide). The reactants are N1(CCNCC1)C(=O)OC(C)(C)C (t-butyl piperazine-1-carboxylate), CN(C=O)C (N,N-dimethylformamide), C(C1=CC=CC=C1)N1C(NC2=C1C(=NC=C2)Cl)Cl (3-benzyl-2,4-dichloro-1,3-dihydroimidazo[4,5-c]pyridine). The solvent is C(C)(=O)OCC (ethyl acetate). Reaction conditions: temperature 150 celsius. The product is C(C1=CC=CC=C1)N1C(=NC2=C1C(=NC=C2)Cl)N2CCN(CC2)C(=O)OC(C)(C)C (t-Butyl 4-(3-benzyl-4-chloro-3H-imidazo[4,5-c]pyridin-2-yl)piperazine-1-carboxylate). Isolated yield 14.9%. RXN SMILES: [N:1]1([C:7]([O:9][C:10]([CH3:13])([CH3:12])[CH3:11])=[O:8])[CH2:6][CH2:5][NH:4][CH2:3][CH2:2]1.CN(C)C=O.[CH2:19]([N:26]1[C:30]2[C:31]([Cl:35])=[N:32][CH:33]=[CH:34][C:29]=2[NH:28][CH:27]1Cl)[C:20]1[CH:25]=[CH:24][CH:23]=[CH:22][CH:21]=1>C(OCC)(=O)C>[CH2:19]([N:26]1[C:30]2[C:31]([Cl:35])=[N:32][CH:33]=[CH:34][C:29]=2[N:28]=[C:27]1[N:4]1[CH2:5][CH2:6][N:1]([C:7]([O:9][C:10]([CH3:13])([CH3:12])[CH3:11])=[O:8])[CH2:2][CH2:3]1)[C:20]1[CH:21]=[CH:22][CH:23]=[CH:24][CH:25]=1. Reported procedure: 0.094 g of t-butyl piperazine-1-carboxylate was added to a 1 ml N,N-dimethylformamide solution of 0.127 g of 3-benzyl-2,4-dichloro-1,3-dihydroimidazo[4,5-c]pyridine, and the mixture was heated at 150° C. for two hours. 25 ml of ethyl acetate was added to the mixture, and the organic layer was washed three times with 10 ml of water and then with 10 ml of an aqueous solution saturated with sodium chloride. The organic liquid was dried over magnesium sulfate, and concentrated under reduced pressure... The reactants are COC(=O)c1nc(-c2ccc(Cl)cc2)c(Br)nc1C(F)(F)F, [Li+], C1CCOC1, [OH-], O. The product is O=C(O)c1nc(-c2ccc(Cl)cc2)c(Br)nc1C(F)(F)F. As a reaction SMILES: [CH3:1][O:2][C:3](=[O:4])[c:5]1[n:6][c:7](-[c:16]2[cH:17][cH:18][c:19]([Cl:22])[cH:20][cH:21]2)[c:8]([Br:15])[n:9][c:10]1[C:11]([F:12])([F:13])[F:14].[Li+:23].[O:25]1[CH2:26][CH2:27][CH2:28][CH2:29]1.[OH-:24].[OH2:30]>>[O:2]=[C:3]([OH:4])[c:5]1[n:6][c:7](-[c:16]2[cH:17][cH:18][c:19]([Cl:22])[cH:20][cH:21]2)[c:8]([Br:15])[n:9][c:10]1[C:11]([F:12])([F:13])[F:14]. Reactants: C(C)(=O)N1C(CC2=CC(=CC=C12)[N+](=O)[O-])=O (1-acetyl-5-nitro-2-indolinone), BrC1=CC=C(C(=O)O)C=C1 (4-bromo-benzoic acid), CN(C)C(=[N+](C)C)ON1C2=C(C=CC=C2)N=N1.[B-](F)(F)(F)F (TBTU), C=1C=CC2=C(C1)N=NN2O (HOBT), CCN(C(C)C)C(C)C (Hunig's base). Solvent: CN(C)C=O (DMF). The product is C(C)(=O)N1C(C(C2=CC(=CC=C12)[N+](=O)[O-])=C(C1=CC=C(C=C1)Br)O)=O (1-acetyl-3-[1-hydroxy-1-(4-bromo-phenyl)methylidene]-5-nitro-2-indolinone). As a reaction SMILES: [C:1]([N:4]1[C:12]2[C:7](=[CH:8][C:9]([N+:13]([O-:15])=[O:14])=[CH:10][CH:11]=2)[CH2:6][C:5]1=[O:16])(=[O:3])[CH3:2].[Br:17][C:18]1[CH:26]=[CH:25][C:21]([C:22](O)=[O:23])=[CH:20][CH:19]=1.CN(C(ON1N=NC2C=CC=CC1=2)=[N+](C)C)C.[B-](F)(F)(F)F.C1C=CC2N(O)N=NC=2C=1.CCN(C(C)C)C(C)C>CN(C=O)C>[C:1]([N:4]1[C:12]2[C:7](=[CH:8][C:9]([N+:13]([O-:15])=[O:14])=[CH:10][CH:11]=2)[C:6](=[C:22]([OH:23])[C:21]2[CH:25]=[CH:26][C:18]([Br:17])=[CH:19][CH:20]=2)[C:5]1=[O:16])(=[O:3])[CH3:2] |f:2.3|. Reported procedure: Prepared analogously to Example 10(a) from 1-acetyl-5-nitro-2-indolinone and 4-bromo-benzoic acid in dry DMF in the presence of TBTU, HOBT and Hunig's base (20° C., overnight) and evaporation in vacuo. A sample of the crude product obtained was purified by column chromatography on silica gel with CH2Cl2 /MeOH (20:1) as eluant. Reactants: C1CCOC1, [Cl-], O=C(O)c1cc(-c2ccc(Cl)cc2)c(OCC(F)(F)F)nc1C(F)(F)F, O=C(Cl)C(=O)Cl, [Na+], CN(C)C=O, [OH-], O, [NH3+]C1CCCCC1O. Product: O=C(NC1CCCCC1O)c1cc(-c2ccc(Cl)cc2)c(OCC(F)(F)F)nc1C(F)(F)F. Reaction SMILES: [CH2:44]1[O:45][CH2:46][CH2:47][CH2:48]1.[Cl-:33].[Cl:1][c:2]1[cH:3][cH:4][c:5](-[c:8]2[c:9]([O:21][CH2:22][C:23]([F:24])([F:25])[F:26])[n:10][c:11]([C:17]([F:18])([F:19])[F:20])[c:12]([C:13](=[O:14])[OH:15])[cH:16]2)[cH:6][cH:7]1.[Cl:27][C:28]([C:29]([Cl:30])=[O:31])=[O:32].[Na+:43].[O:49]=[CH:50][N:51]([CH3:52])[CH3:53].[OH-:42].[OH2:54].[OH:34][CH:35]1[CH:36]([NH3+:41])[CH2:37][CH2:38][CH2:39][CH2:40]1>>[Cl:1][c:2]1[cH:3][cH:4][c:5](-[c:8]2[c:9]([O:21][CH2:22][C:23]([F:24])([F:25])[F:26])[n:10][c:11]([C:17]([F:18])([F:19])[F:20])[c:12]([C:13](=[O:14])[NH:41][CH:36]3[CH:35]([OH:34])[CH2:40][CH2:39][CH2:38][CH2:37]3)[cH:16]2)[cH:6][cH:7]1. Reactants: O=C([O-])O, CCCCO, OCCCCl, Cl, O=C(c1ccc(F)cc1)C1CCNCC1, [Na+]. Product: O=C(c1ccc(F)cc1)C1CCN(CCCO)CC1. Reaction SMILES: [C:22](=[O:23])([OH:24])[O-:25].[CH2:27]([OH:28])[CH2:29][CH2:30][CH3:31].[Cl:17][CH2:18][CH2:19][CH2:20][OH:21].[ClH:1].[F:2][c:3]1[cH:4][cH:5][c:6]([C:7](=[O:8])[CH:9]2[CH2:10][CH2:11][NH:12][CH2:13][CH2:14]2)[cH:15][cH:16]1.[Na+:26]>>[F:2][c:3]1[cH:4][cH:5][c:6]([C:7](=[O:8])[CH:9]2[CH2:10][CH2:11][N:12]([CH2:18][CH2:19][CH2:20][OH:21])[CH2:13][CH2:14]2)[cH:15][cH:16]1. Reactants: FC=1C(=C2C=3N([C@H](CO2)C)C=C(C(C3C1)=O)C(=O)O)F ((-) -9,10-difluoro-3(S)-methyl-7-oxo-2,3-dihydro-7H -pyrido[1,2,3-de]-1,4-benzoxazine-6-carboxylic acid), Cl.N1(N=NC=C1)C1CNCC1 (3-(1,2,3-triazol-1-yl) pyrrolidine hydrochloride), C1CCC2=NCCCN2CC1 (DBU). Run in C(C)#N (acetonitrile). Product: FC=1C(=C2C=3N([C@H](CO2)C)C=C(C(C3C1)=O)C(=O)O)N1CC(CC1)N1N=NC=C1 ((-)-9-Fluoro-3 (S)-methyl-10-[3-(1,2,3-triazol-1-yl) pyrrolidin-1-yl]- 7-oxo-2,3-dihydro-7H-pyrido-[1,2,3de]-1,4-benzoxazine-6-carboxylic acid). Yield: 9.3%. RXN SMILES: [F:1][C:2]1[C:3](F)=[C:4]2[O:9][CH2:8][C@H:7]([CH3:10])[N:6]3[CH:11]=[C:12]([C:17]([OH:19])=[O:18])[C:13](=[O:16])[C:14]([CH:15]=1)=[C:5]23.Cl.[N:22]1([CH:27]2[CH2:31][CH2:30][NH:29][CH2:28]2)[CH:26]=[CH:25][N:24]=[N:23]1.C1CCN2C(=NCCC2)CC1>C(#N)C>[F:1][C:2]1[C:3]([N:29]2[CH2:30][CH2:31][CH:27]([N:22]3[CH:26]=[CH:25][N:24]=[N:23]3)[CH2:28]2)=[C:4]2[O:9][CH2:8][C@H:7]([CH3:10])[N:6]3[CH:11]=[C:12]([C:17]([OH:19])=[O:18])[C:13](=[O:16])[C:14]([CH:15]=1)=[C:5]23 |f:1.2|. Procedure: To a suspension of 76 mg (0.27 mmol) of (-) -9,10-difluoro-3(S)-methyl-7-oxo-2,3-dihydro-7H -pyrido[1,2,3-de]-1,4-benzoxazine-6-carboxylic acid and 118 mg (0.675 mmol) of 3-(1,2,3-triazol-1-yl) pyrrolidine hydrochloride in 10 ml of dry acetonitrile was added 121 mg (0.81 mmol) of DBU. The reddish brown solution was refluxed for 31 hr. The solvent was then removed under reduced pressure. To the residue water was added and extracted with chloroform. The organic layer was then evaporated to dryness...